Dataset: the Open Reaction Database (ORD), a public repository of structured organic reaction records. Task: describe an organic reaction: reactants, conditions, products, and yield Reactants: Cc1noc(C(Cc2ccc3ccccc3c2)N(C)C(=O)C(Cc2ccc3ccccc3c2)NC(=O)OC(C)(C)C)n1, ClCCl, O=C(O)C(F)(F)F. The product is Cc1noc(C(Cc2ccc3ccccc3c2)N(C)C(=O)C(N)Cc2ccc3ccccc3c2)n1. As a reaction SMILES: [C:1]([O:2][C:3](=[O:4])[NH:7][CH:8]([CH2:9][c:10]1[cH:11][c:12]2[cH:13][cH:14][cH:15][cH:16][c:17]2[cH:18][cH:19]1)[C:20]([N:21]([CH:22]([CH2:23][c:24]1[cH:25][c:26]2[cH:27][cH:28][cH:29][cH:30][c:31]2[cH:32][cH:33]1)[c:34]1[n:35][c:36]([CH3:39])[n:37][o:38]1)[CH3:40])=[O:41])([CH3:5])([CH3:6])[CH3:42].[Cl:50][CH2:51][Cl:52].[OH:43][C:44]([C:45]([F:46])([F:47])[F:48])=[O:49]>>[NH2:7][CH:8]([CH2:9][c:10]1[cH:11][c:12]2[cH:13][cH:14][cH:15][cH:16][c:17]2[cH:18][cH:19]1)[C:20]([N:21]([CH:22]([CH2:23][c:24]1[cH:25][c:26]2[cH:27][cH:28][cH:29][cH:30][c:31]2[cH:32][cH:33]1)[c:34]1[n:35][c:36]([CH3:39])[n:37][o:38]1)[CH3:40])=[O:41]. Reactants: [H-].[Na+] (Sodium hydride), OCCN1C(C=2C(C1=O)=CC=CC2)=O (N-(2-hydroxyethyl)-phthalimide), BrC=1C=CC=2N(C3=CC=C(C=C3C2C1)Br)CC1OC1 (3,6-dibromo-9-(oxiran-2-ylmethyl)-9H-carbazole). Run in CCOC(=O)C (EtOAc), C1CCOC1 (THF). Reaction conditions: time 5 minute. Product: BrC=1C=CC=2N(C3=CC=C(C=C3C2C1)Br)CC(COCCN1C(C2=CC=CC=C2C1=O)=O)O (2-(2-(3-(3,6-dibromo-9H-carbazol-9-yl)-2-hydroxypropoxy)ethyl) isoindoline-1,3-dione). The yield is 44.0%. RXN SMILES: [H-].[Na+].[OH:3][CH2:4][CH2:5][N:6]1[C:10](=[O:11])[C:9]2=[CH:12][CH:13]=[CH:14][CH:15]=[C:8]2[C:7]1=[O:16].[Br:17][C:18]1[CH:19]=[CH:20][C:21]2[N:22]([CH2:32][CH:33]3[CH2:35][O:34]3)[C:23]3[C:28]([C:29]=2[CH:30]=1)=[CH:27][C:26]([Br:31])=[CH:25][CH:24]=3>C1COCC1.CCOC(C)=O>[Br:17][C:18]1[CH:19]=[CH:20][C:21]2[N:22]([CH2:32][CH:33]([OH:34])[CH2:35][O:3][CH2:4][CH2:5][N:6]3[C:10](=[O:11])[C:9]4[C:8](=[CH:15][CH:14]=[CH:13][CH:12]=4)[C:7]3=[O:16])[C:23]3[C:28]([C:29]=2[CH:30]=1)=[CH:27][C:26]([Br:31])=[CH:25][CH:24]=3 |f:0.1|. Reported procedure: Sodium hydride dispersion (31.6 mg, 0.79 mmol) was added to a solution of N-(2-hydroxyethyl)-phthalimide (153.7 mg, 0.80 mmol) in anhydrous THF (1.2 ml, 0.67 M). The suspension is stirred for 15 minutes before the addition of carbazole epoxide 2-A. The reaction was stirred at room temperature for five minutes and then at 60° C. for 1 hour. The cooled reaction was diluted with EtOAc and washed with water. The aqueous layer was extracted and the combined organics were filtered over a celite pad. T... Reactants: FC(C(=O)O)(F)F.COC(CNC([C@@H](NC(CN)=O)C)=O)=O (Glycyl-alanyl-glycine Methyl Ester Trifluoroacetate), C(C)N1CCOCC1 (N-ethylmorpholine), CN(C=O)C (dimethylformamide), NCC(=O)N[C@@H](C)C(=O)NCC(=O)OC (H-Gly-Ala-Gly-OMe), Boc-Gly-OTcp, CN(C=O)C (dimethylformamide). Run at time 2 day. The product is COC(CNC([C@@H](NC(CNC(CNC(=O)OC(C)(C)C)=O)=O)C)=O)=O (t-Butyloxycarbonyl-glycyl-glycyl-alanyl-glycine Methyl Ester). Reaction SMILES: [NH2:1][CH2:2][C:3]([NH:5][C@H:6]([C:8]([NH:10][CH2:11][C:12]([O:14][CH3:15])=[O:13])=[O:9])[CH3:7])=[O:4].FC(F)(F)[C:18]([OH:20])=[O:19].COC(=O)CN[C:28](=O)[C@H:29]([CH3:35])NC(=O)CN.C([N:40]1[CH2:45][CH2:44][O:43]CC1)C.[CH3:46]N(C)C=O>>[CH3:15][O:14][C:12](=[O:13])[CH2:11][NH:10][C:8](=[O:9])[C@H:6]([CH3:7])[NH:5][C:3](=[O:4])[CH2:2][NH:1][C:44](=[O:43])[CH2:45][NH:40][C:18]([O:20][C:29]([CH3:35])([CH3:46])[CH3:28])=[O:19] |f:1.2|. Procedure: To a cold (ice bath), stirred solution of H-Gly-Ala-Gly-OMe.CH3CO2H (6.4 g, 20.03 mmoles, described in Example 3) in dimethylformamide (30 ml) is added N-ethylmorpholine (2.8 ml) followed by a solution of Boc-Gly-OTcp (8.5 g; 24 mmoles) in dimethylformamide (20 ml). The solution is kept in an ice bath for 2 days. The solvent is evaporated, the residue dissolved in methanol and the product precipitated with diethyl ether. Crystallization from ethyl acetate gives the title compound; mp 103° - 105°...